This data is from the Open Reaction Database (ORD), a public repository of structured organic reaction records. The task is: describe an organic reaction: reactants, conditions, products, and yield The reactants are CC(C)(C)OO, CNC(=O)OC1OC=C(C(=O)OC)C2CC=C(CO)C12, ClCCl, [Na+], [Na+], O=S([O-])([O-])=S. The product is CNC(=O)OC1OC=C(C(=O)OC)C2CC3OC3(CO)C12. Reaction SMILES: [C:1]([CH3:3])([CH3:4])([O:5][OH:2])[CH3:6].[CH3:7][O:8][C:9](=[O:10])[C:11]1=[CH:16][O:15][CH:14]([O:17][C:18]([NH:19][CH3:20])=[O:21])[CH:13]2[CH:12]1[CH2:24][CH:23]=[C:22]2[CH2:25][OH:26].[Cl:34][CH2:35][Cl:36].[Na+:32].[Na+:33].[S:27]([O-:28])([O-:29])(=[O:30])=[S:31]>>[O:5]1[C:22]2([CH2:25][OH:26])[CH:13]3[CH:12]([C:11]([C:9]([O:8][CH3:7])=[O:10])=[CH:16][O:15][CH:14]3[O:17][C:18]([NH:19][CH3:20])=[O:21])[CH2:24][CH:23]12. Reactants: CCNCC, CCOC(=O)c1nnc(Cl)cc1Cl, CCOC(C)=O. The product is CCOC(=O)c1nnc(Cl)cc1N(CC)CC. As a reaction SMILES: [CH2:1]([CH3:2])[NH:3][CH2:4][CH3:5].[CH2:6]([CH3:7])[O:8][C:9](=[O:10])[c:11]1[n:12][n:13][c:14]([Cl:18])[cH:15][c:16]1[Cl:17].[CH3:19][CH2:20][O:21][C:22](=[O:23])[CH3:24]>>[CH2:1]([CH3:2])[N:3]([CH2:4][CH3:5])[c:16]1[c:11]([C:9]([O:8][CH2:6][CH3:7])=[O:10])[n:12][n:13][c:14]([Cl:18])[cH:15]1. Yields the product O=[N+]([O-])c1cc([N+](=O)[O-])c(F)cc1O. Reactants: O=[N+]([O-])c1cc([N+](=O)[O-])c(F)cc1F, [Na+], [OH-], O. Reaction SMILES: [F:1][c:2]1[cH:3][c:4]([F:14])[c:5]([N+:11](=[O:12])[O-:13])[cH:6][c:7]1[N+:8](=[O:9])[O-:10].[Na+:16].[OH-:15].[OH2:17]>>[F:1][c:2]1[cH:3][c:4]([OH:15])[c:5]([N+:11](=[O:12])[O-:13])[cH:6][c:7]1[N+:8](=[O:9])[O-:10]. Reactants: molar solution, C(#C)[Mg]Br (ethynyl magnesium bromide), O1CCCC1 (tetrahydrofuran), FC(C=1SC=C(N1)C=O)(F)F (2-(trifluoromethyl) 4-thiazolecarboxaldehyde), [Cl-].[NH4+] (ammonium chloride). Solvent: C(Cl)Cl (methylene chloride). Run at time 30 minute. The product is C(#C)C(O)C=1N=C(SC1)C(F)(F)F (α-ethynyl 2-(trifluoromethyl) 4-thiazolemethanol). Reaction SMILES: C([Mg]Br)#C.[O:5]1[CH2:9][CH2:8][CH2:7]C1.[F:10][C:11]([F:20])([F:19])[C:12]1[S:13][CH:14]=[C:15](C=O)[N:16]=1.[Cl-].[NH4+]>C(Cl)Cl>[C:8]([CH:9]([C:15]1[N:16]=[C:12]([C:11]([F:20])([F:19])[F:10])[S:13][CH:14]=1)[OH:5])#[CH:7] |f:3.4|. Reported procedure: 11 ml of a molar solution of ethynyl magnesium bromide were added to a solution of tetrahydrofuran (THF) with 2 g of 2-(trifluoromethyl) 4-thiazolecarboxaldehyde and the reaction mixture was stirred for 30 minutes at about 20°-25° C. It was poured into a solution of ammonium chloride and extraction was carried out with methylene chloride. The extracts were dried, filtered and evaporated to dryness to obtain 2.1 g of the desired product. The reactants are COc1ccc2oc(-c3nc4c(s3)NCCCC4)cc2c1, CC(=O)Cl, CCO, CN(C)C=O, ClCCl, c1ccncc1. The product is COc1ccc2oc(-c3nc4c(s3)NCCCC4C(C)=O)cc2c1. Reaction SMILES: [CH3:1][O:2][c:3]1[cH:4][cH:5][c:6]2[c:7]([cH:8][c:9](-[c:11]3[s:12][c:13]4[c:19]([n:20]3)[CH2:18][CH2:17][CH2:16][CH2:15][NH:14]4)[o:10]2)[cH:21]1.[CH3:28][C:29]([Cl:30])=[O:31].[CH3:32][CH2:33][OH:34].[CH3:35][N:36]([CH3:37])[CH:38]=[O:39].[Cl:40][CH2:41][Cl:42].[cH:22]1[cH:23][cH:24][n:25][cH:26][cH:27]1>>[CH3:1][O:2][c:3]1[cH:4][cH:5][c:6]2[c:7]([cH:8][c:9](-[c:11]3[s:12][c:13]4[c:19]([n:20]3)[CH:18]([C:29]([CH3:28])=[O:31])[CH2:17][CH2:16][CH2:15][NH:14]4)[o:10]2)[cH:21]1.